From a dataset of the Open Reaction Database (ORD), a public repository of structured organic reaction records. describe an organic reaction: reactants, conditions, products, and yield Reactants: Cl (hydrochloric acid), C(C)OCOC1CN2C(N(CCCCCC=CC3CC3(NC(C2C1)=O)C(=O)NS(=O)(=O)C1(CC1)C)CC1=CC=C(C=C1)OC)=O (1-Methyl-cyclopropanesulfonic acid [18-ethoxymethoxy-14-(4-methoxy-benzyl)-2,15-dioxo-3,14,16-triaza-tricyclo[14.3.0.0*4,6*]nonadec-7-ene-4-carbonyl]-amide), C(O)([O-])=O.[Na+] (sodium hydrogen carbonate). The solvent is C1CCOC1.CO (THF methanol). Conditions: time 8 hour. Product: OC1CN2C(NCCCCCC=CC3CC3(NC(C2C1)=O)C(=O)NS(=O)(=O)C1CC1)=O (Cyclopropanesulfonic acid (18-hydroxy-2,15-dioxo-3,14,16-triaza-tricyclo-[14.3.0.0*4,6*]nonadec-7-ene-4-carbonyl)-amide). Yield: 73.3%. RXN SMILES: C(OC[O:5][CH:6]1[CH2:24][CH:23]2[N:8]([C:9](=[O:45])[N:10](CC3C=CC(OC)=CC=3)[CH2:11][CH2:12][CH2:13][CH2:14][CH2:15][CH:16]=[CH:17][CH:18]3[C:20]([C:26]([NH:28][S:29]([C:32]4(C)[CH2:34][CH2:33]4)(=[O:31])=[O:30])=[O:27])([NH:21][C:22]2=[O:25])[CH2:19]3)[CH2:7]1)C.Cl.C(=O)([O-])O.[Na+]>C1COCC1.CO>[OH:5][CH:6]1[CH2:24][CH:23]2[N:8]([C:9](=[O:45])[NH:10][CH2:11][CH2:12][CH2:13][CH2:14][CH2:15][CH:16]=[CH:17][CH:18]3[C:20]([C:26]([NH:28][S:29]([CH:32]4[CH2:33][CH2:34]4)(=[O:31])=[O:30])=[O:27])([NH:21][C:22]2=[O:25])[CH2:19]3)[CH2:7]1 |f:2.3,4.5|. Procedure details: A solution of the acetal 139 (0.038 g, 0.06 mmol) in 1:1:1 THF-methanol-2 M aq. hydrochloric acid (1.5 ml) was stirred at rt for 30 min, then additional conc. hydrochloric acid (0.1 ml) was added and then stirred at rt overnight. The reaction mixture was then neutralized using aq. saturated sodium hydrogen carbonate, then concentrated onto silica. Flash chromatography of the residue using 9:1 ethyl acetate-methanol gave a colorless foam (0.020 g, 73%). LR-MS: Calcd for C20H29N4O6S: 453. Found: 4... The reactants are CN1CCOCC1 (N-methylmorpholine), COC=1C=C(C(=O)O)C=CC1OC (3,4-Dimethoxybenzoic acid), C(CCl)Cl (EDC), C=1C=CC2=C(C1)N=NN2O (HOBt), C(C)(C)(C)OC(NC1=CC(=CC=C1)CN)=O (3-Aminomethylphenyl-carbamic acid tert-butyl ester). Run in CN(C)C=O (DMF), ClCCl (dichloromethane). Run at time 1 hour. Product: C(C)(C)(C)OC(NC1=CC(=CC=C1)CNC(C1=CC(=C(C=C1)OC)OC)=O)=O ({3-[(3,4-dimethoxy-benzoylamino)-methyl]-phenyl}-carbamic acid tert-butyl ester). Isolated yield 98.3%. As a reaction SMILES: [CH3:1][O:2][C:3]1[CH:4]=[C:5]([CH:9]=[CH:10][C:11]=1[O:12][CH3:13])[C:6]([OH:8])=O.C(Cl)CCl.C1C=CC2N(O)N=NC=2C=1.CN1CCOCC1.[C:35]([O:39][C:40](=[O:50])[NH:41][C:42]1[CH:47]=[CH:46][CH:45]=[C:44]([CH2:48][NH2:49])[CH:43]=1)([CH3:38])([CH3:37])[CH3:36]>CN(C=O)C.ClCCl>[C:35]([O:39][C:40](=[O:50])[NH:41][C:42]1[CH:47]=[CH:46][CH:45]=[C:44]([CH2:48][NH:49][C:6](=[O:8])[C:5]2[CH:9]=[CH:10][C:11]([O:12][CH3:13])=[C:3]([O:2][CH3:1])[CH:4]=2)[CH:43]=1)([CH3:38])([CH3:36])[CH3:37]. Reported procedure: 3,4-Dimethoxybenzoic acid (100 mg, 0.55 mmol) was dissolved in DMF (1 mL). EDC (124.6 mg, 0.65 mmol) and HOBt (81 mg, 0.6 mmol) were added, followed by N-methylmorpholine (0.71 mL, 0.65 mmol). The resulting solution was agitated for 1 h. 3-Aminomethylphenyl-carbamic acid tert-butyl ester (111 mg, 0.5 mmol) was then added and the resulting mixture was agitated overnight. The reaction mixture was diluted with 4 mL dichloromethane, and the resulting mixture was washed with 1 N HCl (2×5 mL), NaHCO3 ... Reactants: CC(=O)O[BH-](OC(C)=O)OC(C)=O, O=C([O-])O, COC(=O)COc1cc(OC)c(SCCCNc2ccc(-c3ccccc3)cn2)cc1C, CC(=O)O, CC=O, CC(Cl)Cl, Cl, [Na+], [Na+]. The product is CCN(CCCSc1cc(C)c(OCC(=O)OC)cc1OC)c1ccc(-c2ccccc2)cn1. As a reaction SMILES: [C:36]([O:37][BH-:38]([O:39][C:40](=[O:41])[CH3:42])[O:43][C:44](=[O:45])[CH3:46])(=[O:47])[CH3:48].[C:55](=[O:56])([OH:57])[O-:58].[CH3:1][O:2][C:3]([CH2:4][O:5][c:6]1[c:7]([CH3:31])[cH:8][c:9]([S:14][CH2:15][CH2:16][CH2:17][NH:18][c:19]2[n:20][cH:21][c:22](-[c:25]3[cH:26][cH:27][cH:28][cH:29][cH:30]3)[cH:23][cH:24]2)[c:10]([O:12][CH3:13])[cH:11]1)=[O:32].[CH3:60][C:61](=[O:62])[OH:63].[CH:33]([CH3:34])=[O:35].[Cl:50][CH:51]([Cl:52])[CH3:53].[ClH:54].[Na+:49].[Na+:59]>>[CH3:1][O:2][C:3]([CH2:4][O:5][c:6]1[c:7]([CH3:31])[cH:8][c:9]([S:14][CH2:15][CH2:16][CH2:17][N:18]([c:19]2[n:20][cH:21][c:22](-[c:25]3[cH:26][cH:27][cH:28][cH:29][cH:30]3)[cH:23][cH:24]2)[CH2:33][CH3:34])[c:10]([O:12][CH3:13])[cH:11]1)=[O:32]. RXN SMILES: [B:1]([Br:2])([Br:3])[Br:4].[CH2:42]([Cl:43])[Cl:44].[CH2:5]([c:6]1[cH:7][cH:8][cH:9][cH:10][cH:11]1)[n:12]1[cH:13][c:14]([C:21](=[O:22])[N:23]([CH3:24])[CH2:25][c:26]2[cH:27][cH:28][c:29](-[c:32]3[cH:33][c:34]([Br:40])[c:35]([O:38][CH3:39])[cH:36][cH:37]3)[cH:30][cH:31]2)[c:15]2[cH:16][cH:17][cH:18][cH:19][c:20]12.[OH2:41]>>[CH2:5]([c:6]1[cH:7][cH:8][cH:9][cH:10][cH:11]1)[n:12]1[cH:13][c:14]([C:21](=[O:22])[N:23]([CH3:24])[CH2:25][c:26]2[cH:27][cH:28][c:29](-[c:32]3[cH:33][c:34]([Br:40])[c:35]([OH:38])[cH:36][cH:37]3)[cH:30][cH:31]2)[c:15]2[cH:16][cH:17][cH:18][cH:19][c:20]12. Yields the product CN(Cc1ccc(-c2ccc(O)c(Br)c2)cc1)C(=O)c1cn(Cc2ccccc2)c2ccccc12. The reactants are BrB(Br)Br, ClCCl, COc1ccc(-c2ccc(CN(C)C(=O)c3cn(Cc4ccccc4)c4ccccc34)cc2)cc1Br, O. Starting materials: FC(C=1NC2=C(C=CC=C2C1C)C(=O)O)(F)F (2-trifluoromethyl-3-methylindole-7-carboxylic acid), CC1=C(C=C(N)C=C1)C=1C=NC=NC1 (4-methyl-3-(pyrimidin-5-yl)aniline), Cl.C(C)N=C=NCCCN(C)C (1-ethyl-3-(3-dimethylaminopropyl)carbodiimide hydrochloride). Reagents/catalysts: CN(C1=CC=NC=C1)C (4-dimethylaminopyridine). Solvent: ClCCl (dichloromethane), ClCCl (dichloromethane). Reaction conditions: time 24 hour. Yields the product CC1=C(C=C(C=C1)NC(=O)C=1C=CC=C2C(=C(NC12)C(F)(F)F)C)C=1C=NC=NC1 (N-[4-methyl-3-(pyrimidin-5-yl)-phenyl]-3-methyl-2-trifluoromethyl-1H-indole-7-carboxamide). Yield: 75.3%. Reaction SMILES: [F:1][C:2]([F:17])([F:16])[C:3]1[NH:4][C:5]2[C:10]([C:11]=1[CH3:12])=[CH:9][CH:8]=[CH:7][C:6]=2[C:13]([OH:15])=O.[CH3:18][C:19]1[CH:25]=[CH:24][C:22]([NH2:23])=[CH:21][C:20]=1[C:26]1[CH:27]=[N:28][CH:29]=[N:30][CH:31]=1.Cl.C(N=C=NCCCN(C)C)C>ClCCl.CN(C)C1C=CN=CC=1>[CH3:18][C:19]1[CH:25]=[CH:24][C:22]([NH:23][C:13]([C:6]2[CH:7]=[CH:8][CH:9]=[C:10]3[C:5]=2[NH:4][C:3]([C:2]([F:1])([F:17])[F:16])=[C:11]3[CH3:12])=[O:15])=[CH:21][C:20]=1[C:26]1[CH:31]=[N:30][CH:29]=[N:28][CH:27]=1 |f:2.3|. Procedure: To a suspension of 2-trifluoromethyl-3-methylindole-7-carboxylic acid (122 mg) and 4-methyl-3-(pyrimidin-5-yl)aniline (93 mg) in dichloromethane (5 ml) were added 1-ethyl-3-(3-dimethylaminopropyl)carbodiimide hydrochloride (144 mg) and 4-dimethylaminopyridine (30 mg). The mixture was stirred at ambient temperature for 24 hours and diluted with dichloromethane. The solution was washed with water and brine, dried over magnesium sulfate and evaporated under reduced pressure. The residue was purifie... Starting materials: COC=1C=C2C(=NC=NC2=CC1OCCOC)OC=1C=C(N)C=CC1 (3-(6-methoxy-7-(2-methoxyethoxy)quinazolin-4-yloxy)aniline), C1(CC1)C1=NOC(=C1)NC(OC1=CC=CC=C1)=O (phenyl 3-cyclopropylisoxazol-5-ylcarbamate), COC=1C=C2C(=NC=NC2=CC1OC)OC=1C=C(C=CC1)NC(=O)NC1=CC(=NO1)C(C)C (1-(3-(6,7-dimethoxyquinazolin-4-yloxy)phenyl)-3-(3-isopropylisoxazol-5-yl)urea). Product: COC=1C=C2C(=NC=NC2=CC1OCCOC)OC=1C=C(C=CC1)NC(N)=O (3-(3-(6-methoxy-7-(2-methoxyethoxy)quinazolin-4-yloxy)phenyl)urea). Isolated yield 67.0%. As a reaction SMILES: [CH3:1][O:2][C:3]1[CH:4]=[C:5]2[C:10](=[CH:11][C:12]=1[O:13][CH2:14][CH2:15][O:16][CH3:17])[N:9]=[CH:8][N:7]=[C:6]2[O:18][C:19]1[CH:20]=[C:21]([CH:23]=[CH:24][CH:25]=1)[NH2:22].C1(C2C=[C:32]([NH:34]C(=O)OC3C=CC=CC=3)[O:31]N=2)CC1.COC1C=C2C(=CC=1OC)N=CN=C2OC1C=C(NC(NC2ON=C(C(C)C)C=2)=O)C=CC=1>>[CH3:1][O:2][C:3]1[CH:4]=[C:5]2[C:10](=[CH:11][C:12]=1[O:13][CH2:14][CH2:15][O:16][CH3:17])[N:9]=[CH:8][N:7]=[C:6]2[O:18][C:19]1[CH:20]=[C:21]([NH:22][C:32](=[O:31])[NH2:34])[CH:23]=[CH:24][CH:25]=1. Procedure: Prepared from 3-(6-methoxy-7-(2-methoxyethoxy)quinazolin-4-yloxy)aniline from Example 117B (90 mg, 0.264 mmol) and phenyl 3-cyclopropylisoxazol-5-ylcarbamate from Example 124A (78 mg, 0.317 mmol) according to the method described for 1-(3-(6,7-dimethoxyquinazolin-4-yloxy)phenyl)-3-(3-isopropylisoxazol-5-yl)urea in Example 122B to afford 143-cyclopropylisoxazol-5-yl)-3-(3-(6-methoxy-7-(2-methoxyethoxy)quinazolin-4-yloxy)phenyl)urea as a colorless solid (68 mg, 52%). 1H NMR (300 MHz, DMSO-d6) δ 10...